From a dataset of the Open Reaction Database (ORD), a public repository of structured organic reaction records. describe an organic reaction: reactants, conditions, products, and yield Starting materials: [Cl-].C(C1=CC=CC=C1)OC(=O)NC(CC[N+](C)(C)CCOC)(C)C (3-(((benzyloxy)carbonyl)amino)-N-(2-methoxyethyl)-N,N,3-trimethylbutan-1-aminium chloride). The reagents and catalysts are [Pd] (palladium on carbon). Run in CO (methanol). Conditions: time 18 hour. The product is [Cl-].NC(CC[N+](C)(C)CCOC)(C)C (3-amino-N-(2-methoxyethyl)-N,N,3-trimethylbutan-1-aminium chloride). Yield: 106.1%. RXN SMILES: [Cl-:1].C(OC([NH:12][C:13]([CH3:24])([CH3:23])[CH2:14][CH2:15][N+:16]([CH2:19][CH2:20][O:21][CH3:22])([CH3:18])[CH3:17])=O)C1C=CC=CC=1>[Pd].CO>[Cl-:1].[NH2:12][C:13]([CH3:24])([CH3:23])[CH2:14][CH2:15][N+:16]([CH2:19][CH2:20][O:21][CH3:22])([CH3:17])[CH3:18] |f:0.1,4.5|. Reported procedure: Under a nitrogen atmosphere, palladium on carbon (10%, 280 mg) was added to a solution of 3-(((benzyloxy)carbonyl)amino)-N-(2-methoxyethyl)-N,N,3-trimethylbutan-1-aminium chloride (1.3 g, 3.5 mmol) in 12 mL of methanol. The flask was degassed and placed under a hydrogen atmosphere, stirring for 18 hours at room temperature. The suspension was filtered through a pad of Celite® washing with methanol, and the filtrate was concentrated under reduced pressure to give about 835 mg of a clear oil. 1H N... Reactants: CC(C)(C)OC(=O)N1CCCC1CC(=O)O, C[Si](C)(C)C=[N+]=[N-], CO. The product is COC(=O)CC1CCCN1C(=O)OC(C)(C)C. As a reaction SMILES: [C:8](=[O:9])([OH:10])[CH2:11][CH:12]1[N:13]([C:17](=[O:18])[O:19][C:20]([CH3:21])([CH3:22])[CH3:23])[CH2:14][CH2:15][CH2:16]1.[CH3:1][Si:2]([CH:3]=[N+:4]=[N-:5])([CH3:6])[CH3:7].[CH3:24][OH:25]>>[CH3:1][O:9][C:8](=[O:10])[CH2:11][CH:12]1[N:13]([C:17](=[O:18])[O:19][C:20]([CH3:21])([CH3:22])[CH3:23])[CH2:14][CH2:15][CH2:16]1. Product: CCOC(=O)c1cc2cc(O)c(Br)cc2[nH]1. Reactants: BrB(Br)Br, O=C([O-])O, CCOC(=O)c1cc2cc(OC)c(Br)cc2[nH]1, ClCCl, [Na+]. Reaction SMILES: [B:18]([Br:19])([Br:20])[Br:21].[C:22](=[O:23])([OH:24])[O-:25].[CH2:1]([CH3:2])[O:3][C:4](=[O:5])[c:6]1[nH:7][c:8]2[cH:9][c:10]([Br:17])[c:11]([O:15][CH3:16])[cH:12][c:13]2[cH:14]1.[Cl:27][CH2:28][Cl:29].[Na+:26]>>[CH2:1]([CH3:2])[O:3][C:4](=[O:5])[c:6]1[nH:7][c:8]2[cH:9][c:10]([Br:17])[c:11]([OH:15])[cH:12][c:13]2[cH:14]1. Starting materials: CNC, CC(=O)O, Cl, O=C1CCSc2[nH]c3ccccc3c21. Yields the product CN(C)CC1CSc2[nH]c3ccccc3c2C1=O. As a reaction SMILES: [CH3:16][NH:17][CH3:18].[CH3:19][C:20](=[O:21])[OH:22].[ClH:15].[O:1]=[C:2]1[CH2:3][CH2:4][S:5][c:6]2[nH:7][c:8]3[cH:9][cH:10][cH:11][cH:12][c:13]3[c:14]21>>[O:1]=[C:2]1[CH:3]([CH2:19][N:17]([CH3:16])[CH3:18])[CH2:4][S:5][c:6]2[nH:7][c:8]3[cH:9][cH:10][cH:11][cH:12][c:13]3[c:14]21. Starting materials: CO, CN1CCC(n2cc([N+](=O)[O-])cn2)CC1. Product: CN1CCC(n2cc(N)cn2)CC1. RXN SMILES: [CH3:16][OH:17].[CH3:1][N:2]1[CH2:3][CH2:4][CH:5]([n:8]2[n:9][cH:10][c:11]([N+:13]([O-:14])=[O:15])[cH:12]2)[CH2:6][CH2:7]1>>[CH3:1][N:2]1[CH2:3][CH2:4][CH:5]([n:8]2[n:9][cH:10][c:11]([NH2:13])[cH:12]2)[CH2:6][CH2:7]1. The reactants are ClC1=C(C=O)C=CC(=C1)F (2-chloro-4-fluorobenzaldehyde), CC=1N=C(SC1)CC(=O)C (1-(4-Methyl-1,3-thiazol-2-yl)acetone), N\C(=C/C#N)\C (3-aminocrotononitrile). The solvent is C(C)(C)O (isopropanol). Reaction conditions: time 8 hour. Product: ClC1=C(C=CC(=C1)F)C1C(=C(NC(=C1C=1SC=C(N1)C)C)C)C#N (4-(2-Chloro-4-fluorophenyl)-2,6-dimethyl-5-(4-methyl-1,3-thiazol-2-yl)-1,4-dihydropyridine-3-carbonitrile). As a reaction SMILES: [Cl:1][C:2]1[CH:9]=[C:8]([F:10])[CH:7]=[CH:6][C:3]=1[CH:4]=O.[CH3:11][C:12]1[N:13]=[C:14]([CH2:17][C:18]([CH3:20])=O)[S:15][CH:16]=1.[NH2:21]/[C:22](/[CH3:26])=[CH:23]\[C:24]#[N:25]>C(O)(C)C>[Cl:1][C:2]1[CH:9]=[C:8]([F:10])[CH:7]=[CH:6][C:3]=1[CH:4]1[C:17]([C:14]2[S:15][CH:16]=[C:12]([CH3:11])[N:13]=2)=[C:18]([CH3:20])[NH:21][C:22]([CH3:26])=[C:23]1[C:24]#[N:25]. Procedure: 150 mg (0.946 mmol) of 2-chloro-4-fluorobenzaldehyde, 147 mg (0.811 mmol) of the compound from example 4A and 78 mg (0.811 mmol) of 3-aminocrotononitrile are dissolved in 4 ml of isopropanol and stirred at the reflux temperature overnight. After cooling to room temperature, the volatile components are removed in a rotary evaporator, the crude material is taken up in 5 ml of ethyl acetate, and the precipitated product is then filtered off 199 mg (58% of theory) of the title compound are obtained.